Dataset: the Open Reaction Database (ORD), a public repository of structured organic reaction records. Task: describe an organic reaction: reactants, conditions, products, and yield The reactants are N=1OC(=C2[N+]1CCC2)[O-] (5,6-dihydro-4H-pyrrolo[1,2-c]oxadiazol-7-ium-3-olate), C(C#C)(=O)OCC (ethyl propiolate), C=1(C(=CC=CC1)C)C (xylene). Run at temperature 125 celsius. Yields the product N=1N2C(=C(C1)C(=O)OCC)CCC2 (2—ethyl 5,6-dihydro-4H-pyrrolo[1,2-b]pyrazole-3-carboxylate). Reaction SMILES: [N:1]1O[C:3]([O-])=[C:4]2[CH2:8][CH2:7][CH2:6][N+:5]=12.[C:10]([O:14][CH2:15][CH3:16])(=[O:13])C#C.[C:17]1(C)C(C)=CC=CC=1>>[N:1]1[N:5]2[CH2:6][CH2:7][CH2:8][C:4]2=[C:3]([C:10]([O:14][CH2:15][CH3:16])=[O:13])[CH:17]=1. Procedure: A mixture of 5,6-dihydro-4H-pyrrolo[1,2-c]oxadiazol-7-ium-3-olate (355.4 mg, 2.82 mmol) and ethyl propiolate (0.87 mL, 8.46 mmol) in xylene (10 mL) in a round-bottom flask equipped with a condenser was heated to 125° C. overnight. The reaction mixture was concentrated in vacuo, adsorbed onto silica and purified by column chromatography (0-100% EtOAc in Heptane) to afford the title compound as a yellow oil (161 mg, 32%, more polar regioisomer). 1H NMR (400 MHz, CDCl3) δ 7.90 (s, 1H), 4.27 (q, J=7... Starting materials: N (ammonia), [Na] (sodium), liquid, N (ammonia), C1(=CC=CC=C1)C1=NC=CC2=C(C=CC=C12)Cl (1-phenyl-5-chloroisoquinoline), C(C)#N (acetonitrile). Reagents/catalysts: [Fe](Cl)(Cl)Cl (iron trichloride). Conditions: time 5 hour. Product: C1(=CC=CC=C1)C1=NC=CC=2C(=CC=CC12)CC#N (1-phenylisoquinoline-5-acetonitrile). Reaction SMILES: [Na].N.[C:3]1([C:9]2[C:18]3[C:13](=[C:14](Cl)[CH:15]=[CH:16][CH:17]=3)[CH:12]=[CH:11][N:10]=2)[CH:8]=[CH:7][CH:6]=[CH:5][CH:4]=1.[C:20](#[N:22])[CH3:21]>[Fe](Cl)(Cl)Cl>[C:3]1([C:9]2[C:18]3[CH:17]=[CH:16][CH:15]=[C:14]([CH2:21][C:20]#[N:22])[C:13]=3[CH:12]=[CH:11][N:10]=2)[CH:8]=[CH:7][CH:6]=[CH:5][CH:4]=1 |^1:0|. Procedure details: Metallic sodium (1.15 g) was added to 100 ml of liquid ammonia, and 1.3 g of acetonitrile and 2.39 g of 1-phenyl-5-chloroisoquinoline were added to the solution. A small amount of iron trichloride was added, and the reaction was performed for 5 hours. After the reaction, ammonia was distilled off, and ice water was carefully added to the residue. The resulting oily product was extracted with ether, and dried over anhydrous sodium sulfate. The solvent was distilled off, and the residue was chroma... Reactants: NC=1SC=C(N1)C(C(=O)OCC)=NOCCC (ethyl 2-(2-amino-4-thiazolyl)-2-propoxyiminoacetate), CO (methanol), [OH-].[Na+] (sodium hydroxide). The solvent is O1CCCC1 (tetrahydrofuran). Run at time 5 hour. Product: NC=1SC=C(N1)C(C(=O)O)=NOCCC (2-(2-amino-4-thiazolyl)-2-propoxyiminoacetic acid). Isolated yield 69.6%. Reaction SMILES: [NH2:1][C:2]1[S:3][CH:4]=[C:5]([C:7](=[N:13][O:14][CH2:15][CH2:16][CH3:17])[C:8]([O:10]CC)=[O:9])[N:6]=1.CO.[OH-].[Na+]>O1CCCC1>[NH2:1][C:2]1[S:3][CH:4]=[C:5]([C:7](=[N:13][O:14][CH2:15][CH2:16][CH3:17])[C:8]([OH:10])=[O:9])[N:6]=1 |f:2.3|. Procedure: A solution of ethyl 2-(2-amino-4-thiazolyl)-2-propoxyiminoacetate (syn isomer, 10 g.) in a mixture of tetrahydrofuran (39 ml.), methanol (39 ml.) and 1 N sodium hydroxide (75.8 ml.) was stirred at 35° to 40° C. for 5 hours. After the resultant solution was concentrated under reduced pressure, the aqueous residue was adjusted to pH 2.5 with 10% hydrochloric acid. The precipitates were collected by filtration and dried to give 2-(2-amino-4-thiazolyl)-2-propoxyiminoacetic acid (synisomer, 6.2 g.), ...